This data is from the Open Reaction Database (ORD), a public repository of structured organic reaction records. The task is: describe an organic reaction: reactants, conditions, products, and yield Starting materials: C(C)C1=C(C=C(C=O)C=C1)[N+](=O)[O-] (4-ethyl-3-nitro-benzaldehyde), stannous chloride, C(C)(C)(C)NC(=O)C1CCNCC1 (piperidine-4-carboxylic acid tert-butylamide), C(C)(C)(C)NC(=O)C1CCN(CC1)CC1=CC(=C(C=C1)CC)[N+](=O)[O-] (1-(4-ethyl-3-nitro-benzyl)-piperidine-4-carboxylic acid tert-butylamide). The product is C(C)(C)(C)NC(=O)C1CCN(CC1)CC1=CC(=C(C=C1)CC)N (1-(3-Amino-4-ethyl-benzyl)-piperidine-4-carboxylic acid tert-butylamide). RXN SMILES: C(C1C=CC(C=O)=CC=1[N+]([O-])=O)C.C(NC(C1CCNCC1)=O)(C)(C)C.[C:27]([NH:31][C:32]([CH:34]1[CH2:39][CH2:38][N:37]([CH2:40][C:41]2[CH:46]=[CH:45][C:44]([CH2:47][CH3:48])=[C:43]([N+:49]([O-])=O)[CH:42]=2)[CH2:36][CH2:35]1)=[O:33])([CH3:30])([CH3:29])[CH3:28]>>[C:27]([NH:31][C:32]([CH:34]1[CH2:39][CH2:38][N:37]([CH2:40][C:41]2[CH:46]=[CH:45][C:44]([CH2:47][CH3:48])=[C:43]([NH2:49])[CH:42]=2)[CH2:36][CH2:35]1)=[O:33])([CH3:30])([CH3:29])[CH3:28]. Procedure: The title compound is prepared according to the reactions described for BB-5 above starting from 4-ethyl-3-nitro-benzaldehyde and piperidine-4-carboxylic acid tert-butylamide yielding after reductive amination 1-(4-ethyl-3-nitro-benzyl)-piperidine-4-carboxylic acid tert-butylamide; LC-MS A: tR=0.67 min; [M+H]+=348.18 followed by reduction with stannous chloride the title compound; LC-MS A: tR=0.53 min; [M+H]+=318.22. Starting materials: COc1cccc(Nc2c(C(N)=O)cnc3c(C)cc(S(=O)(=O)c4cccc(C(=O)N5CCC(NCC(O[Si](C)(C)C(C)(C)C)c6ccc(O)c7[nH]c(=O)ccc67)CC5)c4)cc23)c1, CC(C)(C)[Si](C)(C)OCc1cc(C(O)CN)ccc1O. Reaction SMILES: [C:1]([Si:2]([CH3:3])([CH3:4])[O:5][CH:6]([c:7]1[cH:8][cH:9][c:50]([OH:51])[c:52]2[c:53]1[cH:54][cH:55][c:56](=[O:57])[nH:58]2)[CH2:59][NH:60][CH:10]1[CH2:11][CH2:12][N:13]([C:16](=[O:17])[c:18]2[cH:19][c:20]([S:24](=[O:25])(=[O:26])[c:27]3[cH:28][c:29]4[c:30]([NH:41][c:42]5[cH:43][c:44]([O:48][CH3:49])[cH:45][cH:46][cH:47]5)[c:31]([C:38](=[O:39])[NH2:40])[cH:32][n:33][c:34]4[c:35]([CH3:37])[cH:36]3)[cH:21][cH:22][cH:23]2)[CH2:14][CH2:15]1)([CH3:61])([CH3:62])[CH3:63].[NH2:64][CH2:65][CH:66]([OH:67])[c:68]1[cH:69][c:70]([CH2:75][O:76][Si:77]([CH3:78])([CH3:79])[C:80]([CH3:81])([CH3:82])[CH3:83])[c:71]([OH:74])[cH:72][cH:73]1>>[CH:10]1([NH:64][CH2:65][CH:66]([OH:67])[c:68]2[cH:69][c:70]([CH2:75][O:76][Si:77]([CH3:78])([CH3:79])[C:80]([CH3:81])([CH3:82])[CH3:83])[c:71]([OH:74])[cH:72][cH:73]2)[CH2:11][CH2:12][N:13]([C:16](=[O:17])[c:18]2[cH:19][c:20]([S:24](=[O:25])(=[O:26])[c:27]3[cH:28][c:29]4[c:30]([NH:41][c:42]5[cH:43][c:44]([O:48][CH3:49])[cH:45][cH:46][cH:47]5)[c:31]([C:38](=[O:39])[NH2:40])[cH:32][n:33][c:34]4[c:35]([CH3:37])[cH:36]3)[cH:21][cH:22][cH:23]2)[CH2:14][CH2:15]1. Yields the product COc1cccc(Nc2c(C(N)=O)cnc3c(C)cc(S(=O)(=O)c4cccc(C(=O)N5CCC(NCC(O)c6ccc(O)c(CO[Si](C)(C)C(C)(C)C)c6)CC5)c4)cc23)c1. The reactants are CCOC(=O)C (EtOAc), C1(=CC=CC=C1)C(=O)C1=CC=C(C=C1)C(F)(F)F (phenyl(4-(trifluoromethyl)phenyl)-methanone), CON (methoxyamine), CON (methoxyamine). Run in N1=CC=CC=C1 (pyridine). Reaction conditions: time 8 hour. Yields the product CON=C(C1=CC=C(C=C1)C(F)(F)F)C1=CC=CC=C1 (Phenyl(4-(trifluoromethyl)phenyl)methanone O-methyl oxime). The yield is 99.3%. As a reaction SMILES: [C:1]1([C:7]([C:9]2[CH:14]=[CH:13][C:12]([C:15]([F:18])([F:17])[F:16])=[CH:11][CH:10]=2)=O)[CH:6]=[CH:5][CH:4]=[CH:3][CH:2]=1.[CH3:19][O:20][NH2:21].CCOC(C)=O>N1C=CC=CC=1>[CH3:19][O:20][N:21]=[C:7]([C:1]1[CH:6]=[CH:5][CH:4]=[CH:3][CH:2]=1)[C:9]1[CH:14]=[CH:13][C:12]([C:15]([F:18])([F:17])[F:16])=[CH:11][CH:10]=1. Procedure: To a 100-mL round-bottomed flask, phenyl(4-(trifluoromethyl)phenyl)-methanone (1.0105 g, 4.039 mmol) and methoxyamine (0.4208 g, 5.038 mmol) were dissolved in pyridine (10 mL). The mixture was stirred at rt overnight. Additional methoxyamine (0.1625 g) was added, and the solution was stirred at rt for 7 h. EtOAc was added and the organic phase was washed with water, 1 N HCl (2×), water, and then with brine. The organic phase was dried over sodium sulfate, filtered and concentrated in vacuo to af... Reactants: ClC1=C(C=C(C=C1)I)C1=NC=2C3=C(CCC2C=N1)N=C(S3)NC(C)=O (N-[8-(2-chloro-5-iod-phenyl)-4,5-dihydro-thiazolo[4,5-h]quinazolin-2-yl]-acetamide), O=O (oxygen), C(#C)C1CCN(CC1)C(=O)OC(C)(C)C (tert-butyl 4-ethynyl-piperidine-1-carboxylate), C(C)(C)N(CC)C(C)C (diisopropylethylamine). Reagents/catalysts: [Cu]I (copper(I)-iodide), [Pd](Cl)Cl.C1(=CC=CC=C1)P(C1=CC=CC=C1)C1=CC=CC=C1 (triphenylphosphine palladium(II)-chloride). Solvent: O1CCCC1 (tetrahydrofuran), ClCCl (dichloromethane), Cl (hydrochloric acid). Reaction conditions: temperature 80 celsius, time 5 hour. Product: ClC1=C(C=C(C=C1)C#CC1CCNCC1)C1=NC=2C3=C(CCC2C=N1)N=C(S3)NC(C)=O (N-[8-(2-chloro-5-piperidin-4-ylethynyl-phenyl)-4,5-dihydro-thiazolo[4,5-h]quinazolin-2-yl]-acetamide). RXN SMILES: [Cl:1][C:2]1[CH:7]=[CH:6][C:5](I)=[CH:4][C:3]=1[C:9]1[N:18]=[CH:17][C:16]2[CH2:15][CH2:14][C:13]3[N:19]=[C:20]([NH:22][C:23](=[O:25])[CH3:24])[S:21][C:12]=3[C:11]=2[N:10]=1.[C:26]([CH:28]1[CH2:33][CH2:32][N:31](C(OC(C)(C)C)=O)[CH2:30][CH2:29]1)#[CH:27].C(N(C(C)C)CC)(C)C.O=O>O1CCCC1.Cl.[Pd](Cl)Cl.C1(P(C2C=CC=CC=2)C2C=CC=CC=2)C=CC=CC=1.[Cu]I.ClCCl>[Cl:1][C:2]1[CH:7]=[CH:6][C:5]([C:27]#[C:26][CH:28]2[CH2:33][CH2:32][NH:31][CH2:30][CH2:29]2)=[CH:4][C:3]=1[C:9]1[N:18]=[CH:17][C:16]2[CH2:15][CH2:14][C:13]3[N:19]=[C:20]([NH:22][C:23](=[O:25])[CH3:24])[S:21][C:12]=3[C:11]=2[N:10]=1 |f:6.7|. Procedure details: 2.0 g (4.0 mmol) N-[8-(2-chloro-5-iod-phenyl)-4,5-dihydro-thiazolo[4,5-h]quinazolin-2-yl]-acetamide are placed in 50 mL tetrahydrofuran under an argon atmosphere and combined with 1.5 g (7 mmol) tert-butyl 4-ethynyl-piperidine-1-carboxylate and 0.5 ml (3 mmol) diisopropylethylamine. The mixture is kept free from oxygen and 78 mg (0.1 mmol) triphenylphosphine palladium(II)-chloride and 21 mg (0.1 mmol) copper(I)-iodide are added. The mixture is stirred for 5 hours at 80° C. After cooling to ambie... Reactants: C1(=CC=C(C=C1)S(=O)(=O)Cl)C (4-Toluenesulfonyl chloride), C(C)(=O)OCC([C@H]1CC[C@H]2[C@@H]3CC[C@H]4C[C@H](CC[C@]4(C)[C@H]3C(C[C@]12C)=O)O)=O ((3β,5α)-21-(acetyloxy)-3-hydroxypregnane-11,20-dione), O (water). The solvent is N1=CC=CC=C1 (pyridine). Run at time 4 hour. Product: C(C)(=O)OCC([C@H]1CC[C@H]2[C@@H]3CC[C@H]4C[C@H](CC[C@]4(C)[C@H]3C(C[C@]12C)=O)OS(=O)(=O)C1=CC=C(C=C1)C)=O ((3β,5α)-21-(acetyloxy)-3-{[(4-methylphenyl)sulfonyl]oxy}pregnane-11,20-dione). The yield is 96.5%. Reaction SMILES: [C:1]1([CH3:11])[CH:6]=[CH:5][C:4]([S:7](Cl)(=[O:9])=[O:8])=[CH:3][CH:2]=1.[C:12]([O:15][CH2:16][C:17](=[O:39])[C@@H:18]1[C@:35]2([CH3:36])[C@H:21]([C@H:22]3[C@H:32]([C:33](=[O:37])[CH2:34]2)[C@:30]2([CH3:31])[C@H:25]([CH2:26][C@@H:27]([OH:38])[CH2:28][CH2:29]2)[CH2:24][CH2:23]3)[CH2:20][CH2:19]1)(=[O:14])[CH3:13].O>N1C=CC=CC=1>[C:12]([O:15][CH2:16][C:17](=[O:39])[C@@H:18]1[C@:35]2([CH3:36])[C@H:21]([C@H:22]3[C@H:32]([C:33](=[O:37])[CH2:34]2)[C@:30]2([CH3:31])[C@H:25]([CH2:26][C@@H:27]([O:38][S:7]([C:4]4[CH:5]=[CH:6][C:1]([CH3:11])=[CH:2][CH:3]=4)(=[O:9])=[O:8])[CH2:28][CH2:29]2)[CH2:24][CH2:23]3)[CH2:20][CH2:19]1)(=[O:14])[CH3:13]. Procedure details: Acetyl chloride (9.71 ml) was added to a stirred solution of (3β,5α)-3-hydroxypregnane-11,20-dione (97.1 g) [prepared as described by Cameron et al., J. Chem. Soc., 1955, 2807] in methanol (2.4 l) and a solution of bromine (18.5 ml) in methanol (1 l) was then added over 30 min at room temperature. The reaction mixture was poured into water (30 l) and the precipitated solid was filtered off, washed with water and dissolved in dichloromethane. After drying the solution over sodium sulfate, the sol... Starting materials: CN1CCC(O)CC1, CCOC(C)=O, O=C1Nc2ccccc2N(C(=O)Cl)c2ccccc21, Clc1ccccc1. Product: CN1CCC(OC(=O)N2c3ccccc3NC(=O)c3ccccc32)CC1. RXN SMILES: [CH3:20][N:21]1[CH2:22][CH2:23][CH:24]([OH:27])[CH2:25][CH2:26]1.[CH3:28][CH2:29][O:30][C:31](=[O:32])[CH3:33].[Cl:1][C:2](=[O:3])[N:4]1[c:5]2[c:6]([cH:16][cH:17][cH:18][cH:19]2)[NH:7][C:8](=[O:15])[c:9]2[c:10]1[cH:11][cH:12][cH:13][cH:14]2.[Cl:34][c:35]1[cH:36][cH:37][cH:38][cH:39][cH:40]1>>[C:2](=[O:3])([N:4]1[c:5]2[c:6]([cH:16][cH:17][cH:18][cH:19]2)[NH:7][C:8](=[O:15])[c:9]2[c:10]1[cH:11][cH:12][cH:13][cH:14]2)[O:27][CH:24]1[CH2:23][CH2:22][N:21]([CH3:20])[CH2:26][CH2:25]1. Reactants: C1=C(C=CC2=CC=CC=C12)CN1C2CC(CC1CC2)N (N-[8-(naphthalen-2-ylmethyl)-8-azabicyclo[3.2.1]oct-3-yl]amine), ClC1=NN=C(C2=CC=C(C=C12)OC)C1=CC=C(C=C1)OC (1-chloro-7-methoxy-4-(4-methoxyphenyl)phthalazine). Yields the product COC1=CC=C2C(=NN=C(C2=C1)NC1CC2CCC(C1)N2CC2=CC1=CC=CC=C1C=C2)C2=CC=C(C=C2)OC (7-Methoxy-4-(4-methoxyphenyl)-N-[8-(naphthalen-2-ylmethyl)-8-azabicyclo[3.2.1]oct-3-yl]phthalazin-1-amine). RXN SMILES: [CH:1]1[C:10]2[C:5](=[CH:6][CH:7]=[CH:8][CH:9]=2)[CH:4]=[CH:3][C:2]=1[CH2:11][N:12]1[CH:17]2[CH2:18][CH2:19][CH:13]1[CH2:14][CH:15]([NH2:20])[CH2:16]2.Cl[C:22]1[C:31]2[C:26](=[CH:27][CH:28]=[C:29]([O:32][CH3:33])[CH:30]=2)[C:25]([C:34]2[CH:39]=[CH:38][C:37]([O:40][CH3:41])=[CH:36][CH:35]=2)=[N:24][N:23]=1>>[CH3:33][O:32][C:29]1[CH:30]=[C:31]2[C:26]([C:25]([C:34]3[CH:39]=[CH:38][C:37]([O:40][CH3:41])=[CH:36][CH:35]=3)=[N:24][N:23]=[C:22]2[NH:20][CH:15]2[CH2:16][CH:17]3[N:12]([CH2:11][C:2]4[CH:3]=[CH:4][C:5]5[C:10](=[CH:9][CH:8]=[CH:7][CH:6]=5)[CH:1]=4)[CH:13]([CH2:19][CH2:18]3)[CH2:14]2)=[CH:27][CH:28]=1. Procedure details: This compound is obtained according to the procedure described in 1.4. by reacting N-[8-(naphthalen-2-ylmethyl)-8-azabicyclo[3.2.1]oct-3-yl]amine and 1-chloro-7-methoxy-4-(4-methoxyphenyl)phthalazine. Reactants: CCCC(C)(NS(=O)(=O)NC(=O)OCc1ccccc1)C(=O)OC, CO. The product is CCCC(C)(NS(N)(=O)=O)C(=O)OC. As a reaction SMILES: [CH3:1][O:2][C:3]([C:4]([NH:5][S:6](=[O:7])(=[O:8])[NH:9][C:10]([O:11][CH2:12][c:13]1[cH:14][cH:15][cH:16][cH:17][cH:18]1)=[O:19])([CH3:20])[CH2:21][CH2:22][CH3:23])=[O:24].[CH3:25][OH:26]>>[CH3:1][O:2][C:3]([C:4]([NH:5][S:6](=[O:7])(=[O:8])[NH2:9])([CH3:20])[CH2:21][CH2:22][CH3:23])=[O:24].